Dataset: the Open Reaction Database (ORD), a public repository of structured organic reaction records. Task: describe an organic reaction: reactants, conditions, products, and yield Starting materials: [OH-].[K+] (KOH), Na2S2O5, N#N (N2), resultant mixture, Teflon, resultant mixture, Cl (HCl), OC=1C=C(C=CC1)S (3-hydroxythiophenol), [S] (sulfur). The solvent is O (water), C1CCOC1 (THF), C1CCOC1 (THF). Run at temperature 5 celsius. Yields the product C1(=CC=CC=C1)O (phenol), OC=1C=C(C=CC1)S (3-hydroxythiophenol). RXN SMILES: [OH:1][C:2]1[CH:3]=[C:4]([SH:8])[CH:5]=[CH:6][CH:7]=1.[S].N#N.Cl.[OH-].[K+]>O.C1COCC1>[C:2]1([OH:1])[CH:3]=[CH:4][CH:5]=[CH:6][CH:7]=1.[OH:1][C:2]1[CH:3]=[C:4]([SH:8])[CH:5]=[CH:6][CH:7]=1 |f:4.5,^3:8|. Procedure details: 3-hydroxythiophenol was then prepared by charging a dry 12 L jacketed flask purged with nitrogen, with sulfur powder (52.1 g, 1.6 mol) and THF (585 mL). The mixture was cooled to 5° C. with stirring followed by addition of the above Grignard solution via a Teflon transfer line by applying N2 pressure. The rate of the Grignard reaction was adjusted so that the reaction temperature could be kept below 15° C. The Grignard flask was rinsed with THF (2×234 mL) and the rinsed solution was added to the... Reactants: [Li]CCCC, CC1CN(C)CCC1=O, CCCCCC, CCOCC, c1ccc2occc2c1. The product is CC1CN(C)CCC1(O)c1cc2ccccc2o1. Reaction SMILES: [CH2:1]([Li:2])[CH2:3][CH2:4][CH3:5].[CH3:15][N:16]1[CH2:17][CH:18]([CH3:23])[C:19](=[O:22])[CH2:20][CH2:21]1.[CH3:24][CH2:25][CH2:26][CH2:27][CH2:28][CH3:29].[CH3:30][CH2:31][O:32][CH2:33][CH3:34].[o:6]1[cH:7][cH:8][c:9]2[c:10]1[cH:11][cH:12][cH:13][cH:14]2>>[o:6]1[c:7]([C:19]2([OH:22])[CH:18]([CH3:23])[CH2:17][N:16]([CH3:15])[CH2:21][CH2:20]2)[cH:8][c:9]2[c:10]1[cH:11][cH:12][cH:13][cH:14]2. The reactants are ClC=1C=C(C=CC1Cl)C=1C(OC(C1)=O)=O ((3,4-dichlorophenyl)furan-2,5-dione), C1(=CC=CC=C1)NN (phenyl hydrazine). Solvent: C(C)(=O)O (acetic acid). The product is N(C1=CC=CC=C1)N1C(C(=CC1=O)C1=CC(=C(C=C1)Cl)Cl)=O (1-Anilino-3-(3,4-dichlorophenyl)pyrrole-2,5-dione). Reaction SMILES: [Cl:1][C:2]1[CH:3]=[C:4]([C:9]2[C:10](=[O:15])O[C:12](=[O:14])[CH:13]=2)[CH:5]=[CH:6][C:7]=1[Cl:8].[C:16]1([NH:22][NH2:23])[CH:21]=[CH:20][CH:19]=[CH:18][CH:17]=1>C(O)(=O)C>[NH:22]([N:23]1[C:12](=[O:14])[CH:13]=[C:9]([C:4]2[CH:5]=[CH:6][C:7]([Cl:8])=[C:2]([Cl:1])[CH:3]=2)[C:10]1=[O:15])[C:16]1[CH:21]=[CH:20][CH:19]=[CH:18][CH:17]=1. Procedure: 2.43 g (10 mmol) of -(3,4-dichlorophenyl)furan-2,5-dione and 1.08 g (10 mmol) of phenyl hydrazine in 50 ml of glacial acetic acid were boiled under ref lux for 5 h. The mixture was cooled and the product was then filtered off and washed first with glacial acetic acid and subquently with pentane. Yield: 1.8 g of a crystalline solid, m.p. 208-210° C. Yield: 87.0%. Procedure: N-(2-Phenylethylidene)methylamine N-oxide (797 mg, 5.34 mmol) and 1,3-cyclohexadiene (3 ml) were heated together at 70° C. in a sealed tube under nitrogen for 14 hours. The solution was cooled to room temperature and the excess 1,3-cyclohexadiene was removed under reduced pressure to yield a viscous oil (1.07 g, 87%). This crude product was purified by flash chromatography using 60:40 v/v petroleum ether (fraction of bp 40°-60° C.):ethyl acetate as the solvent system to give the title compound (... Reactants: C1(=CC=CC=C1)CC=[N+](C)[O-] (N-(2-Phenylethylidene)methylamine N-oxide), C1=CC=CCC1 (1,3-cyclohexadiene). Reaction SMILES: [C:1]1([CH2:7][CH:8]=[N+:9]([O-:11])[CH3:10])[CH:6]=[CH:5][CH:4]=[CH:3][CH:2]=1.[CH:12]1[CH2:17][CH2:16][CH:15]=[CH:14][CH:13]=1>>[CH2:7]([CH:8]1[CH:17]2[CH:12]=[CH:13][CH2:14][CH2:15][CH:16]2[O:11][N:9]1[CH3:10])[C:1]1[CH:6]=[CH:5][CH:4]=[CH:3][CH:2]=1. Product: C(C1=CC=CC=C1)C1N(OC2C1C=CCC2)C (3-benzyl-2-methyl-2,3,3a,6,7,7a-hexahydrobenzo[d]isoxazole). Starting materials: C(C)(C)[SiH](C(C)C)C(C)C (triisopropylsilane), CO, NC1=CC=C2SC=3C(=CC=CC3CC2=C1)C=1OC(=CC(C1)=O)N1CCOCC1 (2-(7-Amino-9H-thioxanthen-4-yl)-6-morpholin-4-yl-pyran-4-one), F[B-](F)(F)F.[H+] (tetrafluorboric acid), N(=O)OC(C)(C)C (t-butyl nitrite). Reagents/catalysts: CC(=O)[O-].CC(=O)[O-].[Pd+2] (Pd(OAc)2). The solvent is C(C)O (ethanol), C(C)OCC (diethyl ether). Conditions: temperature 0 celsius, time 1 hour. Yields the product N1(CCOCC1)C1=CC(C=C(O1)C1=C2SC=3C=CC(=CC3CC2=CC=C1)C=O)=O (5-(6-Morpholin-4-yl-4-oxo-4H-pyran-2-yl)-9H-thioxanthene-2-carboxaldehyde). Isolated yield 76.1%. As a reaction SMILES: N[C:2]1[CH:15]=[C:14]2[C:5]([S:6][C:7]3[C:8]([C:16]4[O:17][C:18]([N:23]5[CH2:28][CH2:27][O:26][CH2:25][CH2:24]5)=[CH:19][C:20](=[O:22])[CH:21]=4)=[CH:9][CH:10]=[CH:11][C:12]=3[CH2:13]2)=[CH:4][CH:3]=1.F[B-](F)(F)F.[H+].N([O:37][C:38](C)(C)C)=O.C([SiH](C(C)C)C(C)C)(C)C>C(O)C.C(OCC)C.CC([O-])=O.CC([O-])=O.[Pd+2]>[N:23]1([C:18]2[O:17][C:16]([C:8]3[CH:9]=[CH:10][CH:11]=[C:12]4[C:7]=3[S:6][C:5]3[CH:4]=[CH:3][C:2]([CH:38]=[O:37])=[CH:15][C:14]=3[CH2:13]4)=[CH:21][C:20](=[O:22])[CH:19]=2)[CH2:28][CH2:27][O:26][CH2:25][CH2:24]1 |f:1.2,7.8.9|. Procedure: To a suspension of 2-(7-amino-9H-thioxanthen-4-yl)-6-morpholin-4-yl-pyran-4-one (1)(0.50 g, 1.27 mmol) in ethanol (4 mL) at room temperature was added tetrafluorboric acid (supplied as 54 wt % in diethyl ether, 0.35 mL, 2.54 mmol). The solution was then cooled to 0° C., when t-butyl nitrite (750 μL, 6.33 mmol) was added. After 1 hr, the reaction was diluted with diethyl ether (10 mL), and after 20 mins the precipitate was filtered and washed with diethyl ether. The orange coloured salt was then ... The reactants are FC(C(O)C1=C(C=CC=C1)I)(F)F (2,2,2-Trifluoro-1-(2-iodo-phenyl)-ethanol), C1(=CC=CC=C1)C1=NNC=C1 (3-phenyl pyrazole), C(=O)([O-])[O-].[K+].[K+] (K2CO3), CN[C@H]1[C@@H](CCCC1)NC ((1R,2R)-N,N′-dimethyl-cyclohexane-1,2-diamine). Reagents/catalysts: [Cu]I (CuI). The solvent is C(C)(=O)OCC (ethyl acetate), C1(=CC=CC=C1)C (toluene). Conditions: temperature 130 celsius. The product is FC(C(O)C1=C(C=CC=C1)N1N=C(C=C1)C1=CC=CC=C1)(F)F (2,2,2-trifluoro-1-[2-(3-phenyl-pyrazol-1-yl)-phenyl]-ethanol). The yield is 23.6%. RXN SMILES: [F:1][C:2]([F:13])([F:12])[CH:3]([C:5]1[CH:10]=[CH:9][CH:8]=[CH:7][C:6]=1I)[OH:4].[C:14]1([C:20]2[CH:24]=[CH:23][NH:22][N:21]=2)[CH:19]=[CH:18][CH:17]=[CH:16][CH:15]=1.C([O-])([O-])=O.[K+].[K+].CN[C@@H]1CCCC[C@H]1NC>C(OCC)(=O)C.[Cu]I.C1(C)C=CC=CC=1>[F:1][C:2]([F:13])([F:12])[CH:3]([C:5]1[CH:10]=[CH:9][CH:8]=[CH:7][C:6]=1[N:22]1[CH:23]=[CH:24][C:20]([C:14]2[CH:19]=[CH:18][CH:17]=[CH:16][CH:15]=2)=[N:21]1)[OH:4] |f:2.3.4|. Procedure: 2,2,2-Trifluoro-1-(2-iodo-phenyl)-ethanol (0.331 g, 1.1 mmol), 3-phenyl pyrazole (0.144 g, 1.0 mmol), CuI (0.019 g, 0.1 mmol), K2CO3 (0.290 g, 2.1 mmol), (1R,2R)-N,N′-dimethyl-cyclohexane-1,2-diamine (0.028 g, 0.2 mmol) and toluene (10 ml) were taken in a 20 ml pressure tube and the mixture was heated at 130° C. (oil bath temperature) for 12 h. The mixture was diluted with ethyl acetate and washed with H2O (2×20 ml), brine, and dried over sodium sulfate. Removal of solvent gave a crude product, ... Reactants: NC[C@H](O)C1=CC=CC=C1 ((R)-(−)-2-amino-1-phenylethanol), [OH-].[Na+] (NaOH), ClC1=NC=NC(=C1)Cl (4,6-dichloropyrimidine), C(=O)(O)[O-].[Na+] (NaHCO3). The product is ClC1=CC(=NC=N1)NC[C@H](O)C1=CC=CC=C1 ((1R)-2-[(6-Chloropyrimidin-4-yl)amino]-1-phenylethanol). The reagents and catalysts are hexanes. Yield: 80.1%. Reaction conditions: temperature 100 celsius. The solvent is O (water), O1CCOCC1 (1,4-dioxane), O1CCOCC1 (1,4-dioxane). RXN SMILES: [NH2:1][CH2:2][C@@H:3]([C:5]1[CH:10]=[CH:9][CH:8]=[CH:7][CH:6]=1)[OH:4].[Cl:11][C:12]1[CH:17]=[C:16](Cl)[N:15]=[CH:14][N:13]=1.C([O-])(O)=O.[Na+].[OH-].[Na+]>O.O1CCOCC1>[Cl:11][C:12]1[N:13]=[CH:14][N:15]=[C:16]([NH:1][CH2:2][C@@H:3]([C:5]2[CH:10]=[CH:9][CH:8]=[CH:7][CH:6]=2)[OH:4])[CH:17]=1 |f:2.3,4.5|. Procedure details: To a solution consisting of (R)-(−)-2-amino-1-phenylethanol (4.80 g, 35.0 mmol) in and 1,4-dioxane (150 mL) at rt was added dropwise a solution consisting of 4,6-dichloropyrimidine (5.21 g, 35.0 mmol) and 1,4-dioxane (75 mL). Upon complete addition, NaHCO3 (17.6 g, 0.210 mol) was added and the mixture was heated to reflux (100° C.) for 17 h. The reaction mixture was cooled, diluted with water (60 mL) and the pH was adjusted to 12 by the addition of a 1 N NaOH (25 mL). The solution was extracted ... The reactants are ClC1=CC=C(C=C1)C(C(=O)OCC)=O (ethyl 2-(4-chlorophenyl)-2-oxoacetate), BrC=1C=NC=CC1 (3-bromopyridine), [Cl-].[NH4+] (ammonium chloride). Run in C(C)OCC (diethyl ether), C(C)OCC (diethyl ether), C(CCC)[Li] (n-butyl lithium). Reaction conditions: time 15 minute. The product is ClC1=CC=C(C=C1)C(C(=O)OCC)(C=1C=NC=CC1)O (ethyl 2-(4-chlorophenyl)-2-hydroxy-2-(3-pyridinyl)acetate). Isolated yield 48.3%. As a reaction SMILES: Br[C:2]1[CH:3]=[N:4][CH:5]=[CH:6][CH:7]=1.[Cl:8][C:9]1[CH:14]=[CH:13][C:12]([C:15](=[O:21])[C:16]([O:18][CH2:19][CH3:20])=[O:17])=[CH:11][CH:10]=1.[Cl-].[NH4+]>C(OCC)C.C([Li])CCC>[Cl:8][C:9]1[CH:10]=[CH:11][C:12]([C:15]([OH:21])([C:2]2[CH:3]=[N:4][CH:5]=[CH:6][CH:7]=2)[C:16]([O:18][CH2:19][CH3:20])=[O:17])=[CH:13][CH:14]=1 |f:2.3|. Procedure: To a solution of 3-bromopyridine (640 mg) in diethyl ether (10 ml), n-butyl lithium (2.5M-hexane solution, 1.80 ml) was added at −74° C. After 15 minutes' stirring at the same temperature, a solution of ethyl 2-(4-chlorophenyl)-2-oxoacetate (960 mg) in diethyl ether (100 ml) was added. The temperature of the system was raised to room temperature over 30 minutes, and to the reaction solution saturated aqueous ammonium chloride solution was added and extracted with diethyl ether. The organic layer... Starting materials: CC(=O)NCCNc1nc(-c2ccccc2)nc2c1cc(C(=O)O)n2S(=O)(=O)c1ccccc1, CO, [Na+], [OH-]. Yields the product CC(=O)NCCNc1nc(-c2ccccc2)nc2[nH]c(C(=O)O)cc12. As a reaction SMILES: [C:3]([CH3:4])(=[O:5])[NH:6][CH2:7][CH2:8][NH:9][c:10]1[c:11]2[c:12]([n:13][c:14](-[c:16]3[cH:17][cH:18][cH:19][cH:20][cH:21]3)[n:15]1)[n:22]([S:28]([c:29]1[cH:30][cH:31][cH:32][cH:33][cH:34]1)(=[O:35])=[O:36])[c:23]([C:25](=[O:26])[OH:27])[cH:24]2.[CH3:37][OH:38].[Na+:2].[OH-:1]>>[C:3]([CH3:4])(=[O:5])[NH:6][CH2:7][CH2:8][NH:9][c:10]1[c:11]2[c:12]([n:13][c:14](-[c:16]3[cH:17][cH:18][cH:19][cH:20][cH:21]3)[n:15]1)[nH:22][c:23]([C:25](=[O:26])[OH:27])[cH:24]2.